This data is from the Open Reaction Database (ORD), a public repository of structured organic reaction records. The task is: describe an organic reaction: reactants, conditions, products, and yield Reactants: CCO, Clc1ccc(C2CO2)cn1, CCOC(=O)c1ccc(-c2ccc(CCCN)cc2)cc1. The product is CCOC(=O)c1ccc(-c2ccc(CCCNCC(O)c3ccc(Cl)nc3)cc2)cc1. Reaction SMILES: [CH3:32][CH2:33][OH:34].[Cl:22][c:23]1[n:24][cH:25][c:26]([CH:29]2[O:30][CH2:31]2)[cH:27][cH:28]1.[NH2:1][CH2:2][CH2:3][CH2:4][c:5]1[cH:6][cH:7][c:8](-[c:11]2[cH:12][cH:13][c:14]([C:17](=[O:18])[O:19][CH2:20][CH3:21])[cH:15][cH:16]2)[cH:9][cH:10]1>>[NH:1]([CH2:2][CH2:3][CH2:4][c:5]1[cH:6][cH:7][c:8](-[c:11]2[cH:12][cH:13][c:14]([C:17](=[O:18])[O:19][CH2:20][CH3:21])[cH:15][cH:16]2)[cH:9][cH:10]1)[CH2:31][CH:29]([c:26]1[cH:25][n:24][c:23]([Cl:22])[cH:28][cH:27]1)[OH:30].